describe an organic reaction: reactants, conditions, products, and yield From a dataset of the Open Reaction Database (ORD), a public repository of structured organic reaction records. Starting materials: C1N(CCCC2=C1C=CC=C2)C2=NC1=CC=CC=C1C(=C2)CCC(=O)OC (methyl 3-[2-(1,3,4,5-tetrahydro-2H-2-benzazepin-2-yl)quinolin-4-yl]propanoate), [OH-].[Na+] (sodium hydroxide), Cl (hydrochloric acid). Run in CO (methanol). Conditions: time 4 hour. The product is C1N(CCCC2=C1C=CC=C2)C2=NC1=CC=CC=C1C(=C2)CCC(=O)O (3-[2-(1,3,4,5-Tetrahydro-2H-2-benzazepin-2-yl)quinolin-4-yl]propanoic acid). Yield: 81.6%. Reaction SMILES: [CH2:1]1[C:7]2[CH:8]=[CH:9][CH:10]=[CH:11][C:6]=2[CH2:5][CH2:4][CH2:3][N:2]1[C:12]1[CH:21]=[C:20]([CH2:22][CH2:23][C:24]([O:26]C)=[O:25])[C:19]2[C:14](=[CH:15][CH:16]=[CH:17][CH:18]=2)[N:13]=1.[OH-].[Na+].Cl>CO>[CH2:1]1[C:7]2[CH:8]=[CH:9][CH:10]=[CH:11][C:6]=2[CH2:5][CH2:4][CH2:3][N:2]1[C:12]1[CH:21]=[C:20]([CH2:22][CH2:23][C:24]([OH:26])=[O:25])[C:19]2[C:14](=[CH:15][CH:16]=[CH:17][CH:18]=2)[N:13]=1 |f:1.2|. Reported procedure: To a solution of methyl 3-[2-(1,3,4,5-tetrahydro-2H-2-benzazepin-2-yl)quinolin-4-yl]propanoate (1.4 g, 3.89 mmol) in methanol (10 mL) was added an aqueous solution of sodium hydroxide (4 N, 16 mL) and the resulting mixture was stirred at room temperature for 4 hours. The reaction was acidified to pH 4 with 5 N hydrochloric acid, and then extracted with ethyl acetate (10 mL×3). The organic layer was dried over sodium sulfate and concentrated in vacuo to give a residue which was purified by flash ... Reactants: C([O-])([O-])=O.[K+].[K+] (potassium carbonate), C(C)(=O)OCC (ethyl acetate), C(=O)(O)[C@H](O)[C@@H](O)C(=O)O.C(C1=CC=CC=C1)(=O)OCCCN1CCC2=CC(=CC(=C12)C#N)C[C@@H](C)N ((R)-3-[5-(2-aminopropyl)-7-cyano-2,3-dihydro-1H-indol-1-yl]propyl benzoate L-tartrate). Run in O (water). Yields the product C(C1=CC=CC=C1)(=O)OCCCN1CCC2=CC(=CC(=C12)C#N)C[C@@H](C)N ((R)-3-[5-(2-aminopropyl)-7-cyano-2,3-dihydro-1H-indol-1-yl]propyl benzoate). Isolated yield 105.7%. Reaction SMILES: C(=O)([O-])[O-].[K+].[K+].C(OCC)(=O)C.C([C@@H]([C@H](C(O)=O)O)O)(O)=O.[C:23]([O:31][CH2:32][CH2:33][CH2:34][N:35]1[C:43]2[C:38](=[CH:39][C:40]([CH2:46][C@H:47]([NH2:49])[CH3:48])=[CH:41][C:42]=2[C:44]#[N:45])[CH2:37][CH2:36]1)(=[O:30])[C:24]1[CH:29]=[CH:28][CH:27]=[CH:26][CH:25]=1>O>[C:23]([O:31][CH2:32][CH2:33][CH2:34][N:35]1[C:43]2[C:38](=[CH:39][C:40]([CH2:46][C@H:47]([NH2:49])[CH3:48])=[CH:41][C:42]=2[C:44]#[N:45])[CH2:37][CH2:36]1)(=[O:30])[C:24]1[CH:25]=[CH:26][CH:27]=[CH:28][CH:29]=1 |f:0.1.2,4.5|. Reported procedure: To a solution of potassium carbonate (32.3 g) in distilled water(120 ml) was added ethyl acetate (120 ml), and (R)-3-[5-(2-aminopropyl)-7-cyano-2,3-dihydro-1H-indol-1-yl]propyl benzoate L-tartrate (12.0 g) was added portionwise to the mixture with stirring. After reaction for 1 hour, the reaction mixture was extracted with ethyl acetate, and the ethyl acetate layer was washed with 10% aqueous potassium carbonate solution and brine subsequently, and dried over anhydrous sodium sulfate. The solven... Reactants: COC1=CC=C2[C@@H]([C@@H](COC2=C1)C1=CC(=CC=C1)OC)C1=CC=C(C=C1)OCCCN1CCCCC1 ((±)-cis-7-methoxy-3-(3-methoxyphenyl)-4-(4-(3-piperidinopropoxy)phenyl)chromane), Cl.N1=CC=CC=C1 (pyridine hydrochloride). Yields the product OC1=CC=C2[C@@H]([C@@H](COC2=C1)C1=CC(=CC=C1)O)C1=CC=C(C=C1)OCCCN1CCCCC1 ((±)-cis-7-Hydroxy-3-(3-hydroxyphenyl)-4-(4-(3-piperidinopropoxy)phenyl)chromane). Reaction SMILES: C[O:2][C:3]1[CH:12]=[C:11]2[C:6]([C@H:7]([C:21]3[CH:26]=[CH:25][C:24]([O:27][CH2:28][CH2:29][CH2:30][N:31]4[CH2:36][CH2:35][CH2:34][CH2:33][CH2:32]4)=[CH:23][CH:22]=3)[C@H:8]([C:13]3[CH:18]=[CH:17][CH:16]=[C:15]([O:19]C)[CH:14]=3)[CH2:9][O:10]2)=[CH:5][CH:4]=1.Cl.N1C=CC=CC=1>>[OH:2][C:3]1[CH:12]=[C:11]2[C:6]([C@H:7]([C:21]3[CH:26]=[CH:25][C:24]([O:27][CH2:28][CH2:29][CH2:30][N:31]4[CH2:32][CH2:33][CH2:34][CH2:35][CH2:36]4)=[CH:23][CH:22]=3)[C@H:8]([C:13]3[CH:18]=[CH:17][CH:16]=[C:15]([OH:19])[CH:14]=3)[CH2:9][O:10]2)=[CH:5][CH:4]=1 |f:1.2|. Reported procedure: In an manner analogous to that described in step 5 for Example 10, (±)-cis-7-methoxy-3-(3-methoxyphenyl)-4-(4-(3-piperidinopropoxy)phenyl)chromane (0.49 g, 1.0 mmol) was de-methylated by heating with pyridine hydrochloride to give the title compound as a yellow solid. Starting materials: CC(=O)O[BH-](OC(C)=O)OC(C)=O, CC(=O)O, Nc1c2cc(F)c(F)cc2nn1-c1ccc(Cl)cc1, ClCCl, [Na+], O=C1CCCCC1. The product is Fc1cc2nn(-c3ccc(Cl)cc3)c(NC3CCCCC3)c2cc1F. As a reaction SMILES: [C:27]([O:28][BH-:29]([O:30][C:31](=[O:32])[CH3:33])[O:34][C:35](=[O:36])[CH3:37])(=[O:38])[CH3:39].[CH3:41][C:42](=[O:43])[OH:44].[Cl:1][c:2]1[cH:3][cH:4][c:5](-[n:8]2[n:9][c:10]3[cH:11][c:12]([F:19])[c:13]([F:18])[cH:14][c:15]3[c:16]2[NH2:17])[cH:6][cH:7]1.[Cl:45][CH2:46][Cl:47].[Na+:40].[O:20]=[C:21]1[CH2:22][CH2:23][CH2:24][CH2:25][CH2:26]1>>[Cl:1][c:2]1[cH:3][cH:4][c:5](-[n:8]2[n:9][c:10]3[cH:11][c:12]([F:19])[c:13]([F:18])[cH:14][c:15]3[c:16]2[NH:17][CH:21]2[CH2:22][CH2:23][CH2:24][CH2:25][CH2:26]2)[cH:6][cH:7]1. Reactants: C(C)(C)OC(C1=CN=C(C(=C1)Cl)N(C)CC)=O (5-chloro-6-(ethyl-methyl-amino)-nicotinic acid isopropyl ester), CN1CCCC1=O (NMP), Fe(acac)3, C[Mg]Br (methylmagnesium bromide), C[Mg]Br (methylmagnesium bromide), C[Mg]Br (methylmagnesium bromide), CN1CCCC1=O (NMP), Fe(acac)3. Solvent: CC(OCC)=O (EA), C1CCOC1 (THF). Reaction conditions: time 16 hour. The product is C(C)(C)OC(C1=CN=C(C(=C1)C)N(C)CC)=O (6-(ethyl-methyl-amino)-5-methyl-nicotinic acid isopropyl ester). The yield is 46.1%. Reaction SMILES: [CH:1]([O:4][C:5](=[O:17])[C:6]1[CH:11]=[C:10](Cl)[C:9]([N:13]([CH2:15][CH3:16])[CH3:14])=[N:8][CH:7]=1)([CH3:3])[CH3:2].[CH3:18]N1C(=O)CCC1.C[Mg]Br>C1COCC1.CC(=O)OCC>[CH:1]([O:4][C:5](=[O:17])[C:6]1[CH:11]=[C:10]([CH3:18])[C:9]([N:13]([CH2:15][CH3:16])[CH3:14])=[N:8][CH:7]=1)([CH3:3])[CH3:2]. Reported procedure: A solution of 5-chloro-6-(ethyl-methyl-amino)-nicotinic acid isopropyl ester (5.18 g, 20.1 mmol), NMP (3.0 g, 30.2 mmol) and Fe(acac)3 (498 mg, 1.41 mmol) in THF (150 mL) is put under argon before a methylmagnesium bromide (3.0 g, 25.2 mmol, solution in diethyl ether) is added dropwise. The dark red-brown solution turns yellow, then dark brown again. The mixture is stirred at rt for 2 h before another portion of methylmagnesium bromide (1.44 g, 12.1 mmol) is added. The dark mixture is stirred at... Starting materials: O1CCOC12CCC(CC2)C2=CNC1=CC=CC=C21 (3-(1,4-Dioxa-spiro[4,5]dec-8-yl)-1H-indole), O1CCOC12CC=C(CC2)C2=CNC1=CC=C(C=C21)OC (3-(1,4-dioxa-spiro[4,5]dec-7-en-8-yl)-5-methoxy-1H-indole). Product: O1CCOC12CCC(CC2)C2=CNC1=CC=C(C=C21)OC (3-(1,4-Dioxa-spiro[4,5]dec-8-yl)-5-methoxy-1H-indole). The yield is 96.0%. As a reaction SMILES: O1C2(CCC(C3C4C(=CC=CC=4)NC=3)CC2)OCC1.[O:20]1[C:24]2([CH2:29][CH2:28][C:27]([C:30]3[C:38]4[C:33](=[CH:34][CH:35]=[C:36]([O:39][CH3:40])[CH:37]=4)[NH:32][CH:31]=3)=[CH:26][CH2:25]2)[O:23][CH2:22][CH2:21]1>>[O:23]1[C:24]2([CH2:25][CH2:26][CH:27]([C:30]3[C:38]4[C:33](=[CH:34][CH:35]=[C:36]([O:39][CH3:40])[CH:37]=4)[NH:32][CH:31]=3)[CH2:28][CH2:29]2)[O:20][CH2:21][CH2:22]1. Procedure details: This compound was prepared in the manner described above for intermediate 2a by replacing 3-(1,4-dioxa-spiro[4,5]dec-7-en-8-yl)-1H-indole with 3-(1,4-dioxa-spiro[4,5]dec-7-en-8-yl)-5-methoxy-1H-indole to afford 7.18 g (96%) of the title compound as a white solid: mp 153-155° C. Reactants: NC1=CC=C(C=N1)NC(=O)C=1N(C2=CC=C(C=C2C1)F)CC1=CC(=CC=C1)F (N-[6-aminopyrid-3-yl]-5-fluoro-1-[(3-fluorophenyl)-methyl]-1H-indole-2-carboxamide), BrCC(CC)=O (1-bromobutan-2-one). Solvent: C(C)#N (acetonitrile). Yields the product Compound 5, C(C)C=1N=C2N(C=C(C=C2)NC(=O)C=2N(C3=CC=C(C=C3C2)F)CC2=CC(=CC=C2)F)C1 (N-(2-Ethylimidazo[1,2-a]pyrid-6-yl)-5-fluoro-1-[(3-fluorophenyl)methyl]-1H-indole-2-carboxamide). Isolated yield 100.1%. RXN SMILES: [NH2:1][C:2]1[N:7]=[CH:6][C:5]([NH:8][C:9]([C:11]2[N:12]([CH2:21][C:22]3[CH:27]=[CH:26][CH:25]=[C:24]([F:28])[CH:23]=3)[C:13]3[C:18]([CH:19]=2)=[CH:17][C:16]([F:20])=[CH:15][CH:14]=3)=[O:10])=[CH:4][CH:3]=1.Br[CH2:30][C:31](=O)[CH2:32][CH3:33]>C(#N)C>[CH2:32]([C:31]1[N:1]=[C:2]2[CH:3]=[CH:4][C:5]([NH:8][C:9]([C:11]3[N:12]([CH2:21][C:22]4[CH:27]=[CH:26][CH:25]=[C:24]([F:28])[CH:23]=4)[C:13]4[C:18]([CH:19]=3)=[CH:17][C:16]([F:20])=[CH:15][CH:14]=4)=[O:10])=[CH:6][N:7]2[CH:30]=1)[CH3:33]. Procedure: Compound 5 was prepared according to a process similar to that described in step 4.3, by reacting 0.1 g (0.26 mmol) of N-[6-aminopyrid-3-yl]-5-fluoro-1-[(3-fluorophenyl)-methyl]-1H-indole-2-carboxamide, prepared according to the protocol described in step 4.2, with 0.08 g (0.53 mmol) of 1-bromobutan-2-one in 4 mL of acetonitrile. 0.112 g of the expected product is thus obtained. Starting materials: C([O-])([O-])=O.[K+].[K+] (potassium carbonate), BrCC1=C(C=NC=C1)CC (4-(bromomethyl)-3-ethylpyridine), SC1=NC(=CC(=N1)O)C(F)(F)F (2-sulfanyl-6-(trifluoromethyl)pyrimidin-4-ol). The solvent is CN(C)C=O (DMF), CN(C)C=O (DMF). Run at time 8 hour. The product is C(C)C=1C=NC=CC1CSC1=NC(=CC(=N1)O)C(F)(F)F (2-{[(3-ethylpyridin-4-yl)methyl]sulfanyl}-6-(trifluoromethyl)pyrimidin-4-ol). Yield: 14.2%. As a reaction SMILES: [SH:1][C:2]1[N:7]=[C:6]([OH:8])[CH:5]=[C:4]([C:9]([F:12])([F:11])[F:10])[N:3]=1.C(=O)([O-])[O-].[K+].[K+].Br[CH2:20][C:21]1[CH:26]=[CH:25][N:24]=[CH:23][C:22]=1[CH2:27][CH3:28]>CN(C=O)C>[CH2:27]([C:22]1[CH:23]=[N:24][CH:25]=[CH:26][C:21]=1[CH2:20][S:1][C:2]1[N:7]=[C:6]([OH:8])[CH:5]=[C:4]([C:9]([F:12])([F:10])[F:11])[N:3]=1)[CH3:28] |f:1.2.3|. Reported procedure: 2-sulfanyl-6-(trifluoromethyl)pyrimidin-4-ol (1.56 g, 8.0 mmol) was dissolved in anhydrous DMF (50 mL), and then potassium carbonate (3.3 g, 23.9 mmol) and 4-(bromomethyl)-3-ethylpyridine (10.3 mmol) in DMF (10 mL) were added. The reaction mixture was stirred overnight at room temperature. The solid was removed by filtration and washed with methanol, and the filtrate was evaporated. The residue was dissolved in DCM/MeOH and purified on silica gel using 3-12% DCM/MeOH to afford 2-{[(3-ethylpyridi...